This data is from the Open Reaction Database (ORD), a public repository of structured organic reaction records. The task is: describe an organic reaction: reactants, conditions, products, and yield Reactants: C(C)C1=NC=2C(=NC(=C(C2C)S(=O)(=O)N(C)C)C)N1CC1=CC=C(C=C1)C1=C(C=CC=C1)C1=C(C(C1=O)=O)OC(C)C (2-ethyl-3-[2'-(2-isopropoxy-3,4-dioxocyclobut-1-en-1-yl) biphenyl-4-ylmethyl]-5,7,N,N-tetramethyl-3H-imidazo[4,5-b]pyridine-6-sulphonamide), C(C)(=O)O (acetic acid). Solvent: O (water). Yields the product C(C)OC(C)=O.C(C)C1=NC=2C(=NC(=C(C2C)S(=O)(=O)N(C)C)C)N1CC1=CC=C(C=C1)C1=C(C=CC=C1)C1=C(C(C1=O)=O)O (2-ethyl-3-[2'-(2-hydroxy-3,4-dioxocyclobut-1-en-1-yl)biphenyl-4-ylmethyl]-5,7, N,N-tetramethyl-3H-imidazo[4,5-b]pyridine-6-sulphonamide mono-ethyl acetate). Reaction SMILES: [CH2:1]([C:3]1[N:19]([CH2:20][C:21]2[CH:26]=[CH:25][C:24]([C:27]3[CH:32]=[CH:31][CH:30]=[CH:29][C:28]=3[C:33]3[C:36](=[O:37])[C:35](=[O:38])[C:34]=3[O:39][CH:40]([CH3:42])C)=[CH:23][CH:22]=2)[C:6]2=[N:7][C:8]([CH3:18])=[C:9]([S:12]([N:15]([CH3:17])[CH3:16])(=[O:14])=[O:13])[C:10]([CH3:11])=[C:5]2[N:4]=1)[CH3:2].C(O)(=[O:45])C>O>[CH2:34]([O:39][C:40](=[O:45])[CH3:42])[CH3:33].[CH2:1]([C:3]1[N:19]([CH2:20][C:21]2[CH:22]=[CH:23][C:24]([C:27]3[CH:32]=[CH:31][CH:30]=[CH:29][C:28]=3[C:33]3[C:34](=[O:39])[C:35](=[O:38])[C:36]=3[OH:37])=[CH:25][CH:26]=2)[C:6]2=[N:7][C:8]([CH3:18])=[C:9]([S:12]([N:15]([CH3:17])[CH3:16])(=[O:14])=[O:13])[C:10]([CH3:11])=[C:5]2[N:4]=1)[CH3:2] |f:3.4|. Reported procedure: A solution of the final product of Example 10 (0.19 g) in a mixture of acetic acid (8.3 ml) and water (3.7 mi) was heated at 95°-100° C. for 15 hours. The solvent was removed by evaporation under reduced pressure and the resulting residue was triturated with ethyl acetate (5 ml). The solid obtained was collected and dried in vacuo at 70° C. to give 2-ethyl-3-[2'-(2-hydroxy-3,4-dioxocyclobut-1-en-1-yl)biphenyl-4-ylmethyl]-5,7, N,N-tetramethyl-3H-imidazo[4,5-b]pyridine-6-sulphonamide mono-ethyl ac... Starting materials: Cl(=O)[O-].[Na+] (sodium chlorite), Cl (hydrochloric acid), FC=1C(=C(C=O)C=CC1C)O (3-fluoro-2-hydroxy-4-methylbenzaldehyde), P(=O)(O)(O)[O-].[Na+] (sodium dihydrogenphosphate), CC(C)=CC (2-methyl-2-butene). Run in O (water), C(C)(C)(C)O (tert-butanol), O (water). Reaction conditions: time 3 hour. Product: FC=1C(=C(C(=O)O)C=CC1C)O (3-fluoro-2-hydroxy-4-methylbenzoic acid). Isolated yield 100.4%. As a reaction SMILES: Cl([O-])=O.[Na+].[F:5][C:6]1[C:7]([OH:15])=[C:8]([CH:11]=[CH:12][C:13]=1[CH3:14])[CH:9]=[O:10].P([O-])(O)(O)=[O:17].[Na+].CC(=CC)C.Cl>C(O)(C)(C)C.O>[F:5][C:6]1[C:7]([OH:15])=[C:8]([CH:11]=[CH:12][C:13]=1[CH3:14])[C:9]([OH:17])=[O:10] |f:0.1,3.4|. Procedure details: To an aqueous solution (50.0 mL) of sodium chlorite (22.2 g) was added a mixture of 3-fluoro-2-hydroxy-4-methylbenzaldehyde (9.47 g), sodium dihydrogenphosphate (33.2 g) and 2-methyl-2-butene (32.5 mL) in tert-butanol (200 mL)-water (100 mL) under ice-cooling, and the mixture was stirred at the same temperature for 3 hr. The pH of the reaction mixture was adjusted to 2-3 with 2N hydrochloric acid. To the reaction mixture was added water, and the mixture was extracted with ethyl acetate. The orga... The reactants are S(=O)(=O)([O-])C1=CC=C(C)C=C1 (tosylate), N1=C(C=CC=C1C)C (2,6-lutidine), O(S(=O)(=O)C(F)(F)F)[Si](C)(C)C(C)(C)C (t-butyldimethylsilyl triflate). Reagents/catalysts: O (water). The solvent is C(Cl)Cl (methylene chloride). Conditions: temperature 0 celsius, time 1 hour. Yields the product S(=O)(=O)(OO[SiH3])C1=CC=C(C)C=C1 (Siloxy tosylate). Reaction SMILES: [S:1]([C:5]1[CH:11]=[CH:10][C:8]([CH3:9])=[CH:7][CH:6]=1)([O-:4])(=[O:3])=[O:2].N1C(C)=CC=CC=1C.[O:20]([Si:28](C(C)(C)C)(C)C)S(C(F)(F)F)(=O)=O>C(Cl)Cl.O>[S:1]([C:5]1[CH:11]=[CH:10][C:8]([CH3:9])=[CH:7][CH:6]=1)([O:4][O:20][SiH3:28])(=[O:3])=[O:2]. Procedure details: A mixture of 140 mg of the primary tosylate 26, 0.10 ml of 2,6-lutidine and 0.10 ml of t-butyldimethylsilyl triflate in 8 ml of methylene chloride was stirred at 0° C. for 1 hour. A few drops of water were added and the mixture concentrated under vacuum. The residue was diluted with diethyl ether and the solution filtered thru silica gel. The filtrate was concentrated under vacuum and chromatography of the residue over silica gel (6 hexanes: 1 EtOAc) provided the title compound. Reactants: BrC1=CC(=C(C(=O)O)C=C1)C (4-bromo-2-methyl benzoic acid), N1CCCCC1 (piperidine). The product is BrC1=CC(=C(C(=O)N2CCCCC2)C=C1)C (1-(4-bromo-2-methylbenzoyl)-piperidine). RXN SMILES: [Br:1][C:2]1[CH:10]=[CH:9][C:5]([C:6]([OH:8])=O)=[C:4]([CH3:11])[CH:3]=1.[NH:12]1[CH2:17][CH2:16][CH2:15][CH2:14][CH2:13]1>>[Br:1][C:2]1[CH:10]=[CH:9][C:5]([C:6]([N:12]2[CH2:17][CH2:16][CH2:15][CH2:14][CH2:13]2)=[O:8])=[C:4]([CH3:11])[CH:3]=1. Procedure details: The sub-title compound was prepared by the method of example 18 step a) using 4-bromo-2-methyl benzoic acid and piperidine. The reactants are CC1(OCCO1)C1=CC=C(O1)CN1N=CC(=C1)N (1-[5-(2-methyl-[1,3]dioxolan-2-yl)-furan-2-ylmethyl]-1H-pyrazol-4-ylamine), FC(C=1C=C(C=CC1)C1=C(N=CS1)C(=O)O)(F)F (5-(3-trifluoromethyl-phenyl)-thiazole-4-carboxylic acid). Yields the product C(C)(=O)C1=CC=C(O1)CN1N=CC(=C1)NC(=O)C=1N=CSC1C1=CC(=CC=C1)C(F)(F)F (5-(3-Trifluoromethyl-phenyl)-thiazole-4-carboxylic acid [1-(5-acetyl-furan-2-ylmethyl)-1H-pyrazol-4-yl]-amide). RXN SMILES: [CH3:1][C:2]1([C:7]2[O:11][C:10]([CH2:12][N:13]3[CH:17]=[C:16]([NH2:18])[CH:15]=[N:14]3)=[CH:9][CH:8]=2)[O:6]CCO1.[F:19][C:20]([F:36])([F:35])[C:21]1[CH:22]=[C:23]([C:27]2[S:31][CH:30]=[N:29][C:28]=2[C:32](O)=[O:33])[CH:24]=[CH:25][CH:26]=1>>[C:2]([C:7]1[O:11][C:10]([CH2:12][N:13]2[CH:17]=[C:16]([NH:18][C:32]([C:28]3[N:29]=[CH:30][S:31][C:27]=3[C:23]3[CH:24]=[CH:25][CH:26]=[C:21]([C:20]([F:36])([F:19])[F:35])[CH:22]=3)=[O:33])[CH:15]=[N:14]2)=[CH:9][CH:8]=1)(=[O:6])[CH3:1]. Reported procedure: Following general procedure B followed by either C or D, starting from 1-[5-(2-methyl-[1,3]dioxolan-2-yl)-furan-2-ylmethyl]-1H-pyrazol-4-ylamine and 5-(3-trifluoromethyl-phenyl)-thiazole-4-carboxylic acid.